Dataset: the Open Reaction Database (ORD), a public repository of structured organic reaction records. Task: describe an organic reaction: reactants, conditions, products, and yield The reactants are BrC(Br)(Br)Br, ClCCl, COC(C)(C)c1cccc(CO)n1, c1ccc(P(c2ccccc2)c2ccccc2)cc1. Yields the product COC(C)(C)c1cccc(CBr)n1. As a reaction SMILES: [C:1]([Br:2])([Br:3])([Br:4])[Br:5].[Cl:38][CH2:39][Cl:40].[OH:6][CH2:7][c:8]1[n:9][c:10]([C:14]([CH3:15])([CH3:16])[O:17][CH3:18])[cH:11][cH:12][cH:13]1.[c:19]1([P:20]([c:21]2[cH:22][cH:23][cH:24][cH:25][cH:26]2)[c:27]2[cH:28][cH:29][cH:30][cH:31][cH:32]2)[cH:33][cH:34][cH:35][cH:36][cH:37]1>>[CH2:1]([Br:5])[c:8]1[n:9][c:10]([C:14]([CH3:15])([CH3:16])[O:17][CH3:18])[cH:11][cH:12][cH:13]1. Starting materials: Cl (hydrochloric acid), ClC1=C(OC2=NSN=C2O)C=C(C(=C1)F)N1C(N(C(=CC1=O)C(F)(F)F)C)=O (3-{2-chloro-4-fluoro-5-[3-methyl-2,6-dioxo-4-(trifluoromethyl)-1,2,3,6-tetrahydropyrimidin-1-yl]phenoxy}-4-hydroxy-1,2,5-thiadiazole), BrCC(=O)OC (methyl bromoacetate), C([O-])([O-])=O.[K+].[K+] (potassium carbonate). Run in CN(C=O)C (N,N-dimethylformamide). Isolated yield 77.3%. Reaction conditions: time 3 hour. The product is ClC1=C(OC2=NSN=C2OCC(=O)OC)C=C(C(=C1)F)N1C(N(C(=CC1=O)C(F)(F)F)C)=O (3-{2-chloro-4-fluoro-5-[3-methyl-2,6-dioxo-4-(trifluoromethyl)-1,2,3,6-tetrahydropyrimidin-1-yl]phenoxy}-4-(methoxycarbonyl)methoxy-1,2,5-thiadiazole). Reaction SMILES: [Cl:1][C:2]1[CH:14]=[C:13]([F:15])[C:12]([N:16]2[C:21](=[O:22])[CH:20]=[C:19]([C:23]([F:26])([F:25])[F:24])[N:18]([CH3:27])[C:17]2=[O:28])=[CH:11][C:3]=1[O:4][C:5]1[C:9]([OH:10])=[N:8][S:7][N:6]=1.Br[CH2:30][C:31]([O:33][CH3:34])=[O:32].C(=O)([O-])[O-].[K+].[K+].Cl>CN(C)C=O>[Cl:1][C:2]1[CH:14]=[C:13]([F:15])[C:12]([N:16]2[C:21](=[O:22])[CH:20]=[C:19]([C:23]([F:24])([F:25])[F:26])[N:18]([CH3:27])[C:17]2=[O:28])=[CH:11][C:3]=1[O:4][C:5]1[C:9]([O:10][CH2:30][C:31]([O:33][CH3:34])=[O:32])=[N:8][S:7][N:6]=1 |f:2.3.4|. Procedure details: 200 mg of 3-{2-chloro-4-fluoro-5-[3-methyl-2,6-dioxo-4-(trifluoromethyl)-1,2,3,6-tetrahydropyrimidin-1-yl]phenoxy}-4-hydroxy-1,2,5-thiadiazole and 150 mg of methyl bromoacetate were dissolved in 10 ml of N,N-dimethylformamide, to this was added 100 mg of potassium carbonate, and the mixture was stirred for 3 hours at room temperature. This reaction solution was poured into dilute hydrochloric acid, and extracted with ethyl acetate. The organic layer was washed with water, then, saturated saline,... The reactants are S(=O)(=O)(Cl)Cl (sulfuryl chloride), ClC1=CC=C(C=C1)C=1NC(=CC1C#N)C(F)(F)F (2-(p-chlorophenyl)-5-(trifluoromethyl)-pyrrole-3-carbonitrile), C(C)(=O)[O-].[Na+] (sodium acetate), BrBr (bromine). Solvent: C(C)(=O)O (acetic acid). Conditions: time 1 hour. The product is ClC=1C(=C(NC1C(F)(F)F)C1=CC=C(C=C1)Cl)C#N (4-Chloro-2-(p-chlorophenyl)-5-(trifluoromethyl)pyrrole-3-carbonitrile). Yield: 84.0%. Reaction SMILES: [Cl:1][C:2]1[CH:7]=[CH:6][C:5]([C:8]2[NH:9][C:10]([C:15]([F:18])([F:17])[F:16])=[CH:11][C:12]=2[C:13]#[N:14])=[CH:4][CH:3]=1.C([O-])(=O)C.[Na+].BrBr.S(Cl)([Cl:29])(=O)=O>C(O)(=O)C>[Cl:29][C:11]1[C:12]([C:13]#[N:14])=[C:8]([C:5]2[CH:4]=[CH:3][C:2]([Cl:1])=[CH:7][CH:6]=2)[NH:9][C:10]=1[C:15]([F:18])([F:16])[F:17] |f:1.2|. Reported procedure: A mixture of 2-(p-chlorophenyl)-5-(trifluoromethyl)-pyrrole-3-carbonitrile (8.12 g, 0.03 mol) and sodium acetate (0.25 g, 0.003 mol) in acetic acid at 70° C. is treated dropwise with bromine (0.48 g, 0,003 mol). When the color disappears, the reaction is treated dropwise with sulfuryl chloride (6.1 g, 0.045 mol) over a 1 hour period, held at 70° C. for 1 hour, concentrated in vacuo and diluted with water. The reaction mixture is filtered, the filter cake is washed with water and dried to yield t... Reactants: CC#N, O=C(O)CCCCCBr, c1ccc(P(c2ccccc2)c2ccccc2)cc1. Product: [Br-], O=C(O)CCCCC[P+](c1ccccc1)(c1ccccc1)c1ccccc1. As a reaction SMILES: [CH3:29][C:30]#[N:31].[OH:1][C:2](=[O:3])[CH2:4][CH2:5][CH2:6][CH2:7][CH2:8][Br:9].[c:10]1([P:16]([c:17]2[cH:18][cH:19][cH:20][cH:21][cH:22]2)[c:23]2[cH:24][cH:25][cH:26][cH:27][cH:28]2)[cH:11][cH:12][cH:13][cH:14][cH:15]1>>[Br-:9].[OH:1][C:2](=[O:3])[CH2:4][CH2:5][CH2:6][CH2:7][CH2:8][P+:16]([c:10]1[cH:11][cH:12][cH:13][cH:14][cH:15]1)([c:17]1[cH:18][cH:19][cH:20][cH:21][cH:22]1)[c:23]1[cH:24][cH:25][cH:26][cH:27][cH:28]1. The reactants are C1(=CN2CCCC3=CC=CC1=C23)C2C(NC(C2C2=CNC3=CC=CC=C23)=O)=O (3-(5,6-dihydro-4H-pyrrolo[3,2,1-ij]quinolin-1-yl)-4(1H-indol-3-yl)pyrrolidine-2,5-dione), COC(C(=O)C1=CNC2=CC=CC=C12)=O ((1H-indol-3-yl)-oxo-acetic acid methyl ester), COC(CC1=CN2CCCC3=CC=CC1=C23)=O ((5,6-dihydro-4H-pyrrolo[3,2,1-ij]quinolin-1-yl)-acetic acid methyl ester), C(C)(C)[N-]C(C)C.[Li+] (LDA). Run in C1CCOC1 (THF). Product: COC(C(=C(C(=O)OC)C1=CNC2=CC=CC=C12)C1=CN2CCCC3=CC=CC1=C23)=O (2-(5,6-dihydro-4H-pyrrolo[3,2,1-ij]quinolin-1-yl)-3-(1H-indol-3-yl)-but-2-enedioic acid dimethyl ester). Reaction SMILES: C1(C2C(C3C4C(=CC=CC=4)NC=3)C(=O)NC2=O)C2=C3C(=CC=C2)CCCN3C=1.[CH3:29][O:30][C:31](=[O:43])[C:32]([C:34]1[C:42]2[C:37](=[CH:38][CH:39]=[CH:40][CH:41]=2)[NH:36][CH:35]=1)=O.[CH3:44][O:45][C:46](=[O:60])[CH2:47][C:48]1[C:58]2=[C:59]3[C:54](=[CH:55][CH:56]=[CH:57]2)[CH2:53][CH2:52][CH2:51][N:50]3[CH:49]=1.C([N-]C(C)C)(C)C.[Li+]>C1COCC1>[CH3:44][O:45][C:46](=[O:60])[C:47]([C:48]1[C:58]2=[C:59]3[C:54](=[CH:55][CH:56]=[CH:57]2)[CH2:53][CH2:52][CH2:51][N:50]3[CH:49]=1)=[C:32]([C:34]1[C:42]2[C:37](=[CH:38][CH:39]=[CH:40][CH:41]=2)[NH:36][CH:35]=1)[C:31]([O:30][CH3:29])=[O:43] |f:3.4|. Procedure: The cis and trans isomers of 3-(5,6-dihydro-4H-pyrrolo[3,2,1-ij]quinolin-1-yl)-4(1H-indol-3-yl)pyrrolidine-2,5-dione may be prepared beginning with the reaction of (1H-indol-3-yl)-oxo-acetic acid methyl ester and (5,6-dihydro-4H-pyrrolo[3,2,1-ij]quinolin-1-yl)-acetic acid methyl ester in the presence of a base such as LDA (lithium diisopropylamide) in a polar aprotic solvent such as THF to yield 2-(5,6-dihydro-4H-pyrrolo[3,2,1-ij]quinolin-1-yl)-3-(1H-indol-3-yl)-but-2-enedioic acid dimethyl este... The reactants are O=C([O-])[O-], COC(=O)C(Cc1ccccc1)OS(=O)(=O)C(F)(F)F, CCCCCC, CC(C)=O, CCOC(C)=O, [Cs+], [Cs+], O=[N+]([O-])c1ccc2[nH]ccc2c1. Yields the product COC(=O)C(Cc1ccccc1)n1ccc2cc([N+](=O)[O-])ccc21. RXN SMILES: [C:13](=[O:14])([O-:15])[O-:16].[CH3:19][O:20][C:21]([CH:22]([CH2:23][c:24]1[cH:25][cH:26][cH:27][cH:28][cH:29]1)[O:30][S:31]([C:32]([F:33])([F:34])[F:35])(=[O:36])=[O:37])=[O:38].[CH3:39][CH2:40][CH2:41][CH2:42][CH2:43][CH3:44].[CH3:45][C:46](=[O:47])[CH3:48].[CH3:49][CH2:50][O:51][C:52]([CH3:53])=[O:54].[Cs+:17].[Cs+:18].[N+:1](=[O:2])([O-:3])[c:4]1[cH:5][c:6]2[cH:7][cH:8][nH:9][c:10]2[cH:11][cH:12]1>>[N+:1](=[O:2])([O-:3])[c:4]1[cH:5][c:6]2[cH:7][cH:8][n:9]([CH:22]([C:21]([O:20][CH3:19])=[O:38])[CH2:23][c:24]3[cH:25][cH:26][cH:27][cH:28][cH:29]3)[c:10]2[cH:11][cH:12]1. Starting materials: O=C([O-])O, ClCCCl, O=C(O)C1CC1(F)F, [Na+], Nc1ccc2c(c1)c(-c1nc3ccc(CN4CCOCC4)cc3[nH]1)nn2C1CCCCO1, CN(C)C=O, On1nnc2ccccc21. Yields the product O=C(Nc1ccc2c(c1)c(-c1nc3cc(CN4CCOCC4)ccc3[nH]1)nn2C1CCCCO1)C1CC1(F)F. Reaction SMILES: [C:23](=[O:24])([OH:25])[O-:26].[CH2:19]([Cl:20])[CH2:21][Cl:22].[F:1][C:2]1([F:8])[CH:3]([C:5](=[O:6])[OH:7])[CH2:4]1.[Na+:27].[O:28]1[CH2:29][CH2:30][N:31]([CH2:34][c:35]2[cH:36][cH:37][c:38]3[c:39]([nH:40][c:41](-[c:43]4[n:44][n:45]([CH:53]5[O:54][CH2:55][CH2:56][CH2:57][CH2:58]5)[c:46]5[cH:47][cH:48][c:49]([NH2:52])[cH:50][c:51]45)[n:42]3)[cH:59]2)[CH2:32][CH2:33]1.[O:60]=[CH:61][N:62]([CH3:63])[CH3:64].[OH:9][n:10]1[c:11]2[c:12]([cH:13][cH:14][cH:15][cH:16]2)[n:17][n:18]1>>[F:1][C:2]1([F:8])[CH:3]([C:5](=[O:6])[NH:52][c:49]2[cH:48][cH:47][c:46]3[n:45]([CH:53]4[O:54][CH2:55][CH2:56][CH2:57][CH2:58]4)[n:44][c:43](-[c:41]4[n:40][c:39]5[c:38]([cH:37][cH:36][c:35]([CH2:34][N:31]6[CH2:30][CH2:29][O:28][CH2:33][CH2:32]6)[cH:59]5)[nH:42]4)[c:51]3[cH:50]2)[CH2:4]1. Starting materials: C(C)(=O)C(C#N)C1=CC=CC=C1 (α-Acetylphenylacetonitrile), CO (methanol), N(N)C(C)O (hydrazinoethanol). The product is NC1=C(C(=NN1CCO)C)C1=CC=CC=C1 (5-amino-1-(2-hydroxyethyl)-3-methyl-4-phenylpyrazole). As a reaction SMILES: [C:1]([CH:4]([C:7]1[CH:12]=[CH:11][CH:10]=[CH:9][CH:8]=1)[C:5]#[N:6])(=O)[CH3:2].[NH:13]([CH:15](O)[CH3:16])[NH2:14].C[OH:19]>>[NH2:6][C:5]1[N:13]([CH2:15][CH2:16][OH:19])[N:14]=[C:1]([CH3:2])[C:4]=1[C:7]1[CH:12]=[CH:11][CH:10]=[CH:9][CH:8]=1. Procedure: α-Acetylphenylacetonitrile (10 g) was dissolved in methanol (100 mL), and hydrazinoethanol (5.3 g) was added, and the mixture was heated under reflux for 4 hrs. After the completion of the reaction, the solvent was evaporated. The obtained residue was subjected to silica gel column chromatography, and the fraction eluted with chloroform:methanol=40:1 was concentrated to give 5-amino-1-(2-hydroxyethyl)-3-methyl-4-phenylpyrazole (11.4 g) as white crystals. Reactants: C#CCNC(=O)N(C)C, CCOC(C)=O, COc1cc2c(Nc3c(Cl)cc(I)c4c3OCO4)ncnc2cc1OCCCN1CC(C)OC(C)C1, [Cu]I, CN(C)C=O, Cl[Pd]Cl, c1ccc(P(c2ccccc2)c2ccccc2)cc1, c1ccc(P(c2ccccc2)c2ccccc2)cc1. Yields the product COc1cc2c(Nc3c(Cl)cc(C#CCNC(=O)N(C)C)c4c3OCO4)ncnc2cc1OCCCN1CC(C)OC(C)C1. Reaction SMILES: [CH3:37][N:38]([C:39](=[O:40])[NH:41][CH2:42][C:43]#[CH:44])[CH3:45].[CH3:51][CH2:52][O:53][C:54](=[O:55])[CH3:56].[Cl:1][c:2]1[c:3]([NH:12][c:13]2[n:14][cH:15][n:16][c:17]3[cH:18][c:19]([O:25][CH2:26][CH2:27][CH2:28][N:29]4[CH2:30][CH:31]([CH3:36])[O:32][CH:33]([CH3:35])[CH2:34]4)[c:20]([O:23][CH3:24])[cH:21][c:22]23)[c:4]2[c:5]([c:9]([I:11])[cH:10]1)[O:6][CH2:7][O:8]2.[Cu:98][I:99].[O:46]=[CH:47][N:48]([CH3:49])[CH3:50].[Pd:57]([Cl:58])[Cl:59].[c:60]1([P:61]([c:62]2[cH:63][cH:64][cH:65][cH:66][cH:67]2)[c:68]2[cH:69][cH:70][cH:71][cH:72][cH:73]2)[cH:74][cH:75][cH:76][cH:77][cH:78]1.[c:79]1([P:80]([c:81]2[cH:82][cH:83][cH:84][cH:85][cH:86]2)[c:87]2[cH:88][cH:89][cH:90][cH:91][cH:92]2)[cH:93][cH:94][cH:95][cH:96][cH:97]1>>[Cl:1][c:2]1[c:3]([NH:12][c:13]2[n:14][cH:15][n:16][c:17]3[cH:18][c:19]([O:25][CH2:26][CH2:27][CH2:28][N:29]4[CH2:30][CH:31]([CH3:36])[O:32][CH:33]([CH3:35])[CH2:34]4)[c:20]([O:23][CH3:24])[cH:21][c:22]23)[c:4]2[c:5]([c:9]([C:44]#[C:43][CH2:42][NH:41][C:39]([N:38]([CH3:37])[CH3:45])=[O:40])[cH:10]1)[O:6][CH2:7][O:8]2. Starting materials: COC(=O)Cn1c(C)c(Cc2ccccc2S(=O)(=O)c2ccccc2)c2cc(F)ccc21, CO, Cl, [Na+], C1CCOC1, [OH-]. The product is Cc1c(Cc2ccccc2S(=O)(=O)c2ccccc2)c2cc(F)ccc2n1CC(=O)O. As a reaction SMILES: [CH3:1][O:2][C:3]([CH2:4][n:5]1[c:6]([CH3:31])[c:7]([CH2:15][c:16]2[c:17]([S:22](=[O:23])(=[O:24])[c:25]3[cH:26][cH:27][cH:28][cH:29][cH:30]3)[cH:18][cH:19][cH:20][cH:21]2)[c:8]2[cH:9][c:10]([F:14])[cH:11][cH:12][c:13]12)=[O:32].[CH3:41][OH:42].[ClH:40].[Na+:39].[O:33]1[CH2:34][CH2:35][CH2:36][CH2:37]1.[OH-:38]>>[O:2]=[C:3]([CH2:4][n:5]1[c:6]([CH3:31])[c:7]([CH2:15][c:16]2[c:17]([S:22](=[O:23])(=[O:24])[c:25]3[cH:26][cH:27][cH:28][cH:29][cH:30]3)[cH:18][cH:19][cH:20][cH:21]2)[c:8]2[cH:9][c:10]([F:14])[cH:11][cH:12][c:13]12)[OH:32].